Dataset: the Open Reaction Database (ORD), a public repository of structured organic reaction records. Task: describe an organic reaction: reactants, conditions, products, and yield Starting materials: CN(C)CCCO, CCn1ncc2c1ncc1c(Cl)nc3cc(C)nn3c12, [H-], [Na+], c1ccccc1. Yields the product CCn1ncc2c1ncc1c(OCCCN(C)C)nc3cc(C)nn3c12. As a reaction SMILES: [CH3:3][N:4]([CH2:5][CH2:6][CH2:7][OH:8])[CH3:9].[Cl:10][c:11]1[n:12][c:13]2[n:14]([c:15]3[c:16]1[cH:17][n:18][c:19]1[c:20]3[cH:21][n:22][n:23]1[CH2:24][CH3:25])[n:26][c:27]([CH3:29])[cH:28]2.[H-:1].[Na+:2].[cH:30]1[cH:31][cH:32][cH:33][cH:34][cH:35]1>>[CH3:3][N:4]([CH2:5][CH2:6][CH2:7][O:8][c:11]1[n:12][c:13]2[n:14]([c:15]3[c:16]1[cH:17][n:18][c:19]1[c:20]3[cH:21][n:22][n:23]1[CH2:24][CH3:25])[n:26][c:27]([CH3:29])[cH:28]2)[CH3:9]. Reactants: CCOC(=O)c1ccc2c(c1)C(O)C(C)(C)C(c1cccnc1)N2, CC[SiH](CC)CC, O=C(O)C(F)(F)F. Yields the product CCOC(=O)c1ccc2c(c1)CC(C)(C)C(c1cccnc1)N2. RXN SMILES: [CH2:1]([CH3:2])[O:3][C:4](=[O:5])[c:6]1[cH:7][c:8]2[c:13]([cH:14][cH:15]1)[NH:12][CH:11]([c:16]1[cH:17][n:18][cH:19][cH:20][cH:21]1)[C:10]([CH3:22])([CH3:23])[CH:9]2[OH:24].[CH2:32]([SiH:33]([CH2:34][CH3:35])[CH2:36][CH3:37])[CH3:38].[OH:25][C:26]([C:27]([F:28])([F:29])[F:30])=[O:31]>>[CH2:1]([CH3:2])[O:3][C:4](=[O:5])[c:6]1[cH:7][c:8]2[c:13]([cH:14][cH:15]1)[NH:12][CH:11]([c:16]1[cH:17][n:18][cH:19][cH:20][cH:21]1)[C:10]([CH3:22])([CH3:23])[CH2:9]2. Reactants: C(C1=CC(C#N)=CC=C1)#N (isophthalonitrile), O1CCOCC1 (1,4-dioxane), C(C)O (ethanol). Conditions: temperature 0 celsius. The product is C(C1=CC(C(OCC)=N)=CC=C1)(OCC)=N (Diethyl Isophthalimidate). RXN SMILES: [C:1](#[N:10])[C:2]1[CH:9]=[CH:8][CH:7]=[C:4]([C:5]#[N:6])[CH:3]=1.[O:11]1CCO[CH2:13][CH2:12]1.[CH2:17]([OH:19])[CH3:18]>>[C:1](=[NH:10])([O:19][CH2:17][CH3:18])[C:2]1[CH:9]=[CH:8][CH:7]=[C:4]([C:5](=[NH:6])[O:11][CH2:12][CH3:13])[CH:3]=1. Procedure: A suspension of isophthalonitrile (12.81 g, 100 mmol) in a mixture of dry 1,4-dioxane (100 ml)/absolute ethanol (14.6 ml) cooled to 0° C. is bubbled with HCl gas for 48 hours, during which time the temperature returns to ambient temperature. After 4 additional days of stirring, the white solid obtained (approximately 28 grams of di-chlorohydrate salt) is filtered and washed with diethyl ether. The neutralization of this salt placed in suspension in diethyl ether is carried out by slowly adding p... Reactants: CC1=C(C(=O)OC)C=C(C=C1)N (methyl 2-methyl-5-aminobenzoate), C(OCC)(OCC)OCC (triethyl orthoformate), [N-]=[N+]=[N-].[Na+] (sodium azide). Run in C(C)(=O)O (acetic acid), O (water). Run at temperature 70 celsius, time 12 hour. Product: CC1=C(C(=O)OC)C=C(C=C1)N1N=NN=C1 (methyl 2-methyl-5-(1H-tetrazol-1-yl)benzoate). RXN SMILES: [CH3:1][C:2]1[CH:11]=[CH:10][C:9]([NH2:12])=[CH:8][C:3]=1[C:4]([O:6][CH3:7])=[O:5].[CH:13](OCC)(OCC)OCC.[N-:23]=[N+:24]=[N-:25].[Na+]>C(O)(=O)C.O>[CH3:1][C:2]1[CH:11]=[CH:10][C:9]([N:12]2[CH:13]=[N:25][N:24]=[N:23]2)=[CH:8][C:3]=1[C:4]([O:6][CH3:7])=[O:5] |f:2.3|. Procedure details: Combine methyl 2-methyl-5-aminobenzoate (4.5 g, 27.2 mmol) and triethyl orthoformate (16.2 g, 109 mmol) in glacial acetic acid (25 mL). After 12 hours, add portionwise sodium azide (7.08 g, 109 mmol). Heat to 70° C. After 2 hours, cool the reaction mixture to ambient temperature, dilute with water (250 mL). Collect the solid by filtration, rinse with water, and dry to give methyl 2-methyl-5-(1H-tetrazol-1-yl)benzoate: Rf=0.13 (silica gel, ethyl acetate/hexane 1/4). Starting materials: CCC(CC)NC1=C(C(=C(C=C1[N+](=O)[O-])C)Cl)[N+](=O)[O-] (N-(3-pentyl)-3-chloro-2,6-dinitro-4-methylaniline), N (ammonia). Solvent: C(OC)COC (dimethoxyethane). Run at temperature 94 celsius. The product is CCC(CC)NC=1C(=C(C(=CC1[N+](=O)[O-])C)N)[N+](=O)[O-] ((3-pentyl)-2,4-dinitro- 6-methyl-1,3-phenylenediamine). RXN SMILES: [CH3:1][CH2:2][CH:3]([NH:6][C:7]1[C:12]([N+:13]([O-:15])=[O:14])=[CH:11][C:10]([CH3:16])=[C:9](Cl)[C:8]=1[N+:18]([O-:20])=[O:19])[CH2:4][CH3:5].[NH3:21]>C(COC)OC>[CH3:1][CH2:2][CH:3]([NH:6][C:7]1[C:8]([N+:18]([O-:20])=[O:19])=[C:9]([NH2:21])[C:10]([CH3:16])=[CH:11][C:12]=1[N+:13]([O-:15])=[O:14])[CH2:4][CH3:5]. Reported procedure: A mixture of 5.00 g. (0.0165 mole) of N-(3-pentyl)-3-chloro-2,6-dinitro-4-methylaniline and 30 ml. of dimethoxyethane was charged to a glass reaction tube. The tube was cooled, 5 ml. of anhydrous ammonia condensed into it, and the tube was then sealed. After heating for 5 hours at 94°C., the tube was opened and the reaction mixture was stripped of volatile material. The residue was taken up in 250 ml. of hot cyclohexane, the solution filtered while hot, then stripped to give an orange residue wh... Starting materials: NC1C(CCCC1)N1C(C2=CC=CC=C2C(C1C1=C(C=C(C=C1)Cl)Cl)C(=O)NOCC1=CC=CC=C1)=O ((3RS,4RS)-2-{(1SR,2SR)-2-aminocyclohexyl}-N-(benzyloxy)-3-(2,4-dichlorophenyl)-1-oxo-1,2,3,4-tetrahydroisoquinoline-4-carboxamide), N1=CC=CC=C1 (pyridine), C(C)(=O)OCC (Ethyl acetate), CS(=O)(=O)Cl (methanesulfonyl chloride). Run in O (water). Conditions: time 6 hour. The product is C(C1=CC=CC=C1)ONC(=O)C1C(N(C(C2=CC=CC=C12)=O)C1C(CCCC1)NS(=O)(=O)C)C1=C(C=C(C=C1)Cl)Cl ((3RS,4RS)-N-(benzyloxy)-3-(2,4-dichlorophenyl)-2-{(1SR,2SR)-2-[(methylsulfonyl)amino] cyclohexyl}-1-oxo-1,2,3,4-tetrahydroisoquinoline-4-carboxamide). RXN SMILES: [NH2:1][CH:2]1[CH2:7][CH2:6][CH2:5][CH2:4][CH:3]1[N:8]1[CH:17]([C:18]2[CH:23]=[CH:22][C:21]([Cl:24])=[CH:20][C:19]=2[Cl:25])[CH:16]([C:26]([NH:28][O:29][CH2:30][C:31]2[CH:36]=[CH:35][CH:34]=[CH:33][CH:32]=2)=[O:27])[C:15]2[C:10](=[CH:11][CH:12]=[CH:13][CH:14]=2)[C:9]1=[O:37].N1C=CC=CC=1.[CH3:44][S:45](Cl)(=[O:47])=[O:46].C(OCC)(=O)C>O>[CH2:30]([O:29][NH:28][C:26]([CH:16]1[C:15]2[C:10](=[CH:11][CH:12]=[CH:13][CH:14]=2)[C:9](=[O:37])[N:8]([CH:3]2[CH2:4][CH2:5][CH2:6][CH2:7][CH:2]2[NH:1][S:45]([CH3:44])(=[O:47])=[O:46])[CH:17]1[C:18]1[CH:23]=[CH:22][C:21]([Cl:24])=[CH:20][C:19]=1[Cl:25])=[O:27])[C:31]1[CH:32]=[CH:33][CH:34]=[CH:35][CH:36]=1. Procedure: To a mixture of 538 mg of (3RS,4RS)-2-{(1SR,2SR)-2-aminocyclohexyl}-N-(benzyloxy)-3-(2,4-dichlorophenyl)-1-oxo-1,2,3,4-tetrahydroisoquinoline-4-carboxamide and 2.5 ml of pyridine was added 0.15 ml of methanesulfonyl chloride, followed by stifling at room temperature for 6 hours. Ethyl acetate and water were added thereto to carry out a liquid separation operation, and the organic layer was washed with a 1 M aqueous hydrochloric acid solution and a saturated aqueous sodium chloride solution, drie... Reactants: COC(CCC1=CC(=C(C=C1)O)CC=C)=O (methyl-3(3-allyl-4-hydroxyphenyl)propionate), C([O-])([O-])=O.[K+].[K+] (potassium carbonate), C(C=C)Br (allylbromide). Reaction SMILES: [CH3:1][O:2][C:3](=[O:16])[CH2:4][CH2:5][C:6]1[CH:11]=[CH:10][C:9]([OH:12])=[C:8]([CH2:13][CH:14]=[CH2:15])[CH:7]=1.C(=O)([O-])[O-].[K+].[K+].[CH2:23](Br)[CH:24]=[CH2:25]>CC(C)=O>[CH3:1][O:2][C:3](=[O:16])[CH2:4][CH2:5][C:6]1[CH:11]=[CH:10][C:9]([O:12][CH2:25][CH:24]=[CH2:23])=[C:8]([CH2:13][CH:14]=[CH2:15])[CH:7]=1 |f:1.2.3|. Run at time 2 day. Procedure details: A mixture of methyl-3(3-allyl-4-hydroxyphenyl)propionate (12.3 g), anhydrous potassium carbonate (13.8 g), and allylbromide (8.64 mls) in acetone (300 ml) was stirred at ambient temperature for two days. The reaction mixture was filtered and the residue washed with acetone. The filtrate and washings were combined and evaporated to give methyl-3-(3-allyl-4-allyloxyphenyl)proprionate as a pale yellow oil (14.0 g); NMR: 2.58(2H,t), 2.75(2H,t), 3.31(2H,d), 3.55(3H,s), 4.52(2H,d), 4.95-5.45(4H,m), 5.... Product: COC(CCC1=CC(=C(C=C1)OCC=C)CC=C)=O (methyl-3-(3-allyl-4-allyloxyphenyl)proprionate). Run in CC(=O)C (acetone). Reactants: Cl (HCl), NC=1C=CC=C2C=CC(=CC12)S(=O)(=O)O (8-amino-2-naphthalenesulfonic acid), OS(=O)[O-].[Na+] (NaHSO3), [OH-].[Na+] (NaOH). Solvent: O (water). Yields the product OC=1C=CC=C2C=CC(=CC12)S(=O)(=O)O (8-Hydroxynaphthalene-2-sulfonic acid). The yield is 99.5%. RXN SMILES: N[C:2]1[CH:3]=[CH:4][CH:5]=[C:6]2[C:11]=1[CH:10]=[C:9]([S:12]([OH:15])(=[O:14])=[O:13])[CH:8]=[CH:7]2.[OH:16]S([O-])=O.[Na+].[OH-].[Na+].Cl>O>[OH:16][C:2]1[CH:3]=[CH:4][CH:5]=[C:6]2[C:11]=1[CH:10]=[C:9]([S:12]([OH:15])(=[O:14])=[O:13])[CH:8]=[CH:7]2 |f:1.2,3.4|. Procedure details: A solution of 8-amino-2-naphthalenesulfonic acid (Aldrich, 2.40 g, 10.8 mmol) and 3.9M aq. NaHSO3 solution (20.0 mL, 77.0 mmol) in water (10.0 mL) was refluxed for 15 h. The reaction mixture was then basified with 30% aq. NaOH solution (430 mg, 10.8 mmol) and refluxed for 4 h. The reaction mixture was neutralized with conc. HCl and then concentrated in vacuo. The remaining solid was azeotroped with 1:1 MeOH/PhMe (3×) to give the title compound (2.41 g, 95%). 1H NMR (DMSO-d6) δ 9.43 (br s, 1H), 8... Starting materials: C, CC(C)(C)OC(=O)NC12CCCCC1CN(C(=O)OCc1ccccc1)C2, CO, [H][H], [Pd]. The product is CC(C)(C)OC(=O)NC12CCCCC1CNC2. As a reaction SMILES: [C:30].[CH2:1]([O:2][C:3](=[O:4])[N:11]1[CH2:12][CH:13]2[CH2:14][CH2:15][CH2:16][CH2:17][C:18]2([NH:20][C:21](=[O:22])[O:23][C:24]([CH3:25])([CH3:26])[CH3:27])[CH2:19]1)[c:5]1[cH:6][cH:7][cH:8][cH:9][cH:10]1.[CH3:32][OH:33].[H:28][H:29].[Pd:31]>>[NH:11]1[CH2:12][CH:13]2[CH2:14][CH2:15][CH2:16][CH2:17][C:18]2([NH:20][C:21](=[O:22])[O:23][C:24]([CH3:25])([CH3:26])[CH3:27])[CH2:19]1. Reactants: CCOC(=O)c1nc(Br)sc1CCCCl, O=C([O-])[O-], CC(C)(C)OC(=O)N1CCCc2ccc(B3OC(C)(C)C(C)(C)O3)cc21, [Cl-], [Cs+], [Cs+], [Li+], C1COCCO1, O, c1ccc(P(c2ccccc2)(c2ccccc2)[Pd](P(c2ccccc2)(c2ccccc2)c2ccccc2)(P(c2ccccc2)(c2ccccc2)c2ccccc2)P(c2ccccc2)(c2ccccc2)c2ccccc2)cc1. Product: CCOC(=O)c1nc(-c2ccc3c(c2)N(C(=O)OC(C)(C)C)CCC3)sc1CCCCl. As a reaction SMILES: [Br:1][c:2]1[s:3][c:4]([CH2:12][CH2:13][CH2:14][Cl:15])[c:5]([C:7](=[O:8])[O:9][CH2:10][CH3:11])[n:6]1.[C:44](=[O:45])([O-:46])[O-:47].[CH3:16][C:17]1([CH3:18])[C:19]([CH3:20])([CH3:21])[O:22][B:23]([c:24]2[cH:25][cH:26][c:27]3[c:32]([cH:33]2)[N:31]([C:34](=[O:35])[O:36][C:37]([CH3:38])([CH3:39])[CH3:40])[CH2:30][CH2:29][CH2:28]3)[O:41]1.[Cl-:43].[Cs+:48].[Cs+:49].[Li+:42].[O:50]1[CH2:51][CH2:52][O:53][CH2:54][CH2:55]1.[OH2:133].[cH:56]1[cH:57][cH:58][c:59]([P:60]([Pd:61]([P:62]([c:63]2[cH:64][cH:65][cH:66][cH:67][cH:68]2)([c:69]2[cH:70][cH:71][cH:72][cH:73][cH:74]2)[c:75]2[cH:76][cH:77][cH:78][cH:79][cH:80]2)([P:81]([c:82]2[cH:83][cH:84][cH:85][cH:86][cH:87]2)([c:88]2[cH:89][cH:90][cH:91][cH:92][cH:93]2)[c:94]2[cH:95][cH:96][cH:97][cH:98][cH:99]2)[P:100]([c:101]2[cH:102][cH:103][cH:104][cH:105][cH:106]2)([c:107]2[cH:108][cH:109][cH:110][cH:111][cH:112]2)[c:113]2[cH:114][cH:115][cH:116][cH:117][cH:118]2)([c:119]2[cH:120][cH:121][cH:122][cH:123][cH:124]2)[c:125]2[cH:126][cH:127][cH:128][cH:129][cH:130]2)[cH:131][cH:132]1>>[c:2]1(-[c:24]2[cH:25][cH:26][c:27]3[c:32]([cH:33]2)[N:31]([C:34](=[O:35])[O:36][C:37]([CH3:38])([CH3:39])[CH3:40])[CH2:30][CH2:29][CH2:28]3)[s:3][c:4]([CH2:12][CH2:13][CH2:14][Cl:15])[c:5]([C:7](=[O:8])[O:9][CH2:10][CH3:11])[n:6]1.